This data is from the Open Reaction Database (ORD), a public repository of structured organic reaction records. The task is: describe an organic reaction: reactants, conditions, products, and yield Reaction SMILES: [NH2:1][C@H:2](C(O)=O)[CH2:3]C1C=C2C(C=CC=C2)=CC=1.[F:17][C:18]1[CH:27]=[C:26]2[C:21]([CH2:22][CH2:23][CH2:24][C:25]2=O)=[CH:20][CH:19]=1.Cl>C1COCC1>[F:17][C:18]1[CH:27]=[C:26]2[C:21]([CH2:22][CH2:23][CH2:24][C:25]2=[CH:3][C:2]#[N:1])=[CH:20][CH:19]=1. Reaction conditions: time 45 minute. Product: FC1=CC=C2CCCC(C2=C1)=CC#N (2-[7-Fluoro-3,4-dihydro-1(2H)-naphthalenylidene]acetonitrile). Procedure details: 1.6 eq. of Nal are suspended in 130 ml of anhydrous THF under a nitrogen atmosphere in a 250 ml three-necked flask. The mixture is cooled in a bath of ice/salt and 1.6 eq. of diethyl cyanomethylenephosphonate in 40 ml of THF are added dropwise. The reaction mixture is stirred for 45 minutes and then, whilst still cold, 1 eq. of the compound obtained in Step E, in 70 ml of THF, is added dropwise. The mixture is stirred for 4 hours and is then poured onto a mixture of ice/water, acidified with 3M ... The solvent is C1CCOC1 (THF), C1CCOC1 (THF), C1CCOC1 (THF). Starting materials: diethyl cyanomethylenephosphonate, ice water, N[C@@H](CC1=CC=C2C=CC=CC2=C1)C(=O)O (Nal), FC1=CC=C2CCCC(C2=C1)=O (7-Fluoro-3,4-dihydro-1(2H)-naphthalenone), Cl (HCl).